Dataset: the Open Reaction Database (ORD), a public repository of structured organic reaction records. Task: describe an organic reaction: reactants, conditions, products, and yield Starting materials: C[C@@H](CC=O)CCCC(C)C ((R)-3,7-dimethyloctanal), CC(=O)C (acetone), [OH-].[K+] (KOH), 3L. Solvent: [Cl-].[Na+].O (brine). Conditions: time 48 hour. The product is C[C@@H](C/C=C/C(C)=O)CCCC(C)C ((3E,6R)-6,10-dimethyl-3-undecen-2-one). As a reaction SMILES: [CH3:1][C@H:2]([CH2:6][CH2:7][CH2:8][CH:9]([CH3:11])[CH3:10])[CH2:3][CH:4]=O.[CH3:12][C:13]([CH3:15])=[O:14].[OH-].[K+]>[Cl-].[Na+].O>[CH3:1][C@H:2]([CH2:6][CH2:7][CH2:8][CH:9]([CH3:11])[CH3:10])[CH2:3]/[CH:4]=[CH:12]/[C:13](=[O:14])[CH3:15] |f:2.3,4.5.6|. Procedure details: A 3L 3-necked flask fitted with a reflux condenser, a mechanical stirrer and an argon inlet tube was charged with 161.5 g (1.033 mol) of (R)-3,7-dimethyloctanal (fractions 1-5 from Example 3, GC purity 97.3%), 413 mL of acetone and 1.24 L of 1% aq. KOH. The reaction mixture was stirred vigorously and refluxed for 48 hours. The course of the reaction was monitored by GC. The amount of starting material present was 5% after 25 hours and 3.6% after 48 hours. After cooling in an ice bath, the reacti... Reaction SMILES: [C:1]([O:6][CH2:7][C:8]([OH:10])=[O:9])(=[O:5])[C:2]([CH3:4])=[CH2:3].O[CH:12]1[CH:19]2[CH2:20][CH:15]3[CH2:16][CH:17]([CH2:21][C:13]1([OH:22])[CH2:14]3)[CH2:18]2.C1(C)C=CC(S(O)(=O)=O)=CC=1>ClCCl>[C:1]([O:6][CH2:7][C:8]([O:10][C:19]12[CH2:20][CH:15]3[CH2:16][CH:17]([CH2:21][C:13]([OH:22])([CH2:14]3)[CH2:12]1)[CH2:18]2)=[O:9])(=[O:5])[C:2]([CH3:4])=[CH2:3]. Run in ClCCl (dichloromethane). The reactants are C(C(=C)C)(=O)OCC(=O)O (Hydroxycarbonylmethyl methacrylate), OC1C2(CC3CC(CC1C3)C2)O (dihydroxyadamantane), C1(=CC=C(C=C1)S(=O)(=O)O)C (p-toluenesulfonic acid). Reported procedure: Hydroxycarbonylmethyl methacrylate (30 g) and dihydroxyadamantane (16.8) were added into dichloromethane (500 ml), and p-toluenesulfonic acid (1 g) was added thereto. Then, the mixture was refluxed for 15 hours while removing water generated. After the reaction, conventional after-treatments were carried out to obtain oil (21.2 g), which was identified to be Monomer A described above. Yields the product C(C(=C)C)(=O)OCC(=O)OC12CC3(CC(CC(C1)C3)C2)O ((3-hydroxyadamantyloxycarbonyl)methyl methacrylate). Starting materials: C(C)(=O)C=1C(=CC(=C(C1)NC(OC1=CC=CC=C1)=O)OC)C (Phenyl N-(5-acetyl-2-methoxy-4-methylphenyl)carbamate), COC=1C=C(C=C(C1)OC)N1CCNCC1 (1-(3,5-dimethoxyphenyl)piperazine). The product is C(C)(=O)C=1C(=CC(=C(C1)NC(=O)N1CCN(CC1)C1=CC(=CC(=C1)OC)OC)OC)C (1-[(5-Acetyl-2-methoxy-4-methylphenyl)aminocarbonyl]-4-(3,5-dimethoxyphenyl)piperazine). As a reaction SMILES: [C:1]([C:4]1[C:5]([CH3:22])=[CH:6][C:7]([O:20][CH3:21])=[C:8]([NH:10][C:11](=[O:19])OC2C=CC=CC=2)[CH:9]=1)(=[O:3])[CH3:2].[CH3:23][O:24][C:25]1[CH:26]=[C:27]([N:33]2[CH2:38][CH2:37][NH:36][CH2:35][CH2:34]2)[CH:28]=[C:29]([O:31][CH3:32])[CH:30]=1>>[C:1]([C:4]1[C:5]([CH3:22])=[CH:6][C:7]([O:20][CH3:21])=[C:8]([NH:10][C:11]([N:36]2[CH2:35][CH2:34][N:33]([C:27]3[CH:26]=[C:25]([O:24][CH3:23])[CH:30]=[C:29]([O:31][CH3:32])[CH:28]=3)[CH2:38][CH2:37]2)=[O:19])[CH:9]=1)(=[O:3])[CH3:2]. Procedure: Phenyl N-(5-acetyl-2-methoxy-4-methylphenyl)carbamate and 1-(3,5-dimethoxyphenyl)piperazine were reacted by the same way with the example 170 to obtain the titled compound. Isolated yield 91.0%. Starting materials: NC1=NC=C(C=C1N)[N+](=O)[O-] (2,3-diamino-5-nitropyridine), CSC1=CC=C(C(=O)O)C=C1 (4-methylsulfanylbenzoic acid), [OH-].[Na+] (sodium hydroxide). Solvent: O (water), polyphosphoric acid. Run at time 15 hour. Product: CSC1=CC=C(C=C1)C1=NC=2C(=NC=C(C2)[N+](=O)[O-])N1 (2-(4-Methylsulfanyl-phenyl)-6-nitro-3H-imidazo[4,5-b]pyridine). RXN SMILES: [NH2:1][C:2]1[C:7]([NH2:8])=[CH:6][C:5]([N+:9]([O-:11])=[O:10])=[CH:4][N:3]=1.[CH3:12][S:13][C:14]1[CH:22]=[CH:21][C:17]([C:18](O)=O)=[CH:16][CH:15]=1.[OH-].[Na+]>O>[CH3:12][S:13][C:14]1[CH:22]=[CH:21][C:17]([C:18]2[NH:1][C:2]3=[N:3][CH:4]=[C:5]([N+:9]([O-:11])=[O:10])[CH:6]=[C:7]3[N:8]=2)=[CH:16][CH:15]=1 |f:2.3|. Reported procedure: 1.0 g 2,3-diamino-5-nitropyridine and 1.125 g 4-methylsulfanylbenzoic acid in 20 ml polyphosphoric acid were heated to 160° C. with stirring for 15 hrs. The mixture was cooled and poured into water. The pH was adjusted to 4-5 by addition of sodium hydroxide and the precipitate collected by filtration. The filtration residue was stirred in 50 ml pyridine at 60° C., cooled and insoluble components removed by filtration. The filtrate was evaporated and the residue used without further purification ... The reactants are [Al+3], CCOC(=O)c1cc2cc(CN(CC)CC)ccc2o1, C1CCOC1, C1CCOC1, [H-], [H-], [H-], [H-], [Li+]. The product is CCN(CC)Cc1ccc2oc(CO)cc2c1. As a reaction SMILES: [Al+3:22].[CH2:1]([CH3:2])[N:3]([CH2:4][CH3:5])[CH2:6][c:7]1[cH:8][cH:9][c:10]2[c:11]([cH:12][c:13]([C:15](=[O:16])[O:17][CH2:18][CH3:19])[o:14]2)[cH:20]1.[CH2:27]1[O:28][CH2:29][CH2:30][CH2:31]1.[CH2:32]1[O:33][CH2:34][CH2:35][CH2:36]1.[H-:21].[H-:24].[H-:25].[H-:26].[Li+:23]>>[CH2:1]([CH3:2])[N:3]([CH2:4][CH3:5])[CH2:6][c:7]1[cH:8][cH:9][c:10]2[c:11]([cH:12][c:13]([CH2:15][OH:16])[o:14]2)[cH:20]1. Starting materials: CS(=O)(=O)C(CCCCCCC(=O)O)CC#C[C@H](CCCCC)O (8-methylsulfonyl-12(S)-hydroxy-10-heptadecynoic acid), CS(=O)(=O)C(CCCCCCC(=O)O)CC#CC1(CCCCC1)O (8-methylsulfonyl-11-(1-hydroxycyclohexyl)-10-undecynoic acid). Product: CS(=O)(=O)C(CCCCCCC(=O)O)CCCC1(CCCCC1)O (8-methylsulfonyl-11-(1-hydroxycyclohexyl)-undecanoic acid). RXN SMILES: [CH3:1][S:2]([CH:5]([CH2:15][C:16]#[C:17][C@@H:18]([OH:24])[CH2:19][CH2:20][CH2:21][CH2:22][CH3:23])[CH2:6][CH2:7][CH2:8][CH2:9][CH2:10][CH2:11][C:12]([OH:14])=[O:13])(=[O:4])=[O:3].CS(C(CC#CC1(O)CCCCC1)CCCCCCC(O)=O)(=O)=O>>[CH3:1][S:2]([CH:5]([CH2:15][CH2:16][CH2:17][C:18]1([OH:24])[CH2:23][CH2:22][CH2:21][CH2:20][CH2:19]1)[CH2:6][CH2:7][CH2:8][CH2:9][CH2:10][CH2:11][C:12]([OH:14])=[O:13])(=[O:3])=[O:4]. Procedure details: The synthesis of this compound is carried out by the hydrogenation process described in Example 15 except that 8-methylsulfonyl-12(S)-hydroxy-10-heptadecynoic acid is replaced by an equivalent quantity of 8-methylsulfonyl-11-(1-hydroxycyclohexyl)-10-undecynoic acid (Example 19).